This data is from the Open Reaction Database (ORD), a public repository of structured organic reaction records. The task is: describe an organic reaction: reactants, conditions, products, and yield The reactants are BrB(Br)Br, CCOC(=O)c1oc2c(OC)c(C)c(C)cc2c1C, ClCCl. Yields the product CCOC(=O)c1oc2c(O)c(C)c(C)cc2c1C. Reaction SMILES: [B:20]([Br:21])([Br:22])[Br:23].[CH3:1][O:2][c:3]1[c:4]([CH3:19])[c:5]([CH3:18])[cH:6][c:7]2[c:8]([CH3:17])[c:9]([C:12](=[O:13])[O:14][CH2:15][CH3:16])[o:10][c:11]12.[Cl:24][CH2:25][Cl:26]>>[OH:2][c:3]1[c:4]([CH3:19])[c:5]([CH3:18])[cH:6][c:7]2[c:8]([CH3:17])[c:9]([C:12](=[O:13])[O:14][CH2:15][CH3:16])[o:10][c:11]12. Reported procedure: Carbon disulphide (2.28 g, 30 mmol) was added dropwise over a period of 1 minute to a solution of potassium hydroxide (0.33 g, 5.9 mmol) in a mixture of water (2 ml) and methanol (5 ml), and the resulting yellow solution stirred for 5 minutes, followed by the addition of 2-nitro-4-trifluoromethyl thiophenol (1.10 g, 5 mmol). To this mixture was added dropwise over a period of 5 minutes a solution of potassium hydroxide (1.97 g, 35 mmol) and sodium dithionite (3.1 g, 15 mmol) in water (14 ml), so... Reactants: [OH-].[K+] (potassium hydroxide), S(=O)([O-])S(=O)[O-].[Na+].[Na+] (sodium dithionite), C(=S)=S (Carbon disulphide), [OH-].[K+] (potassium hydroxide), [N+](=O)([O-])C1=C(C=CC(=C1)C(F)(F)F)S (2-nitro-4-trifluoromethyl thiophenol), Cl (HCl). RXN SMILES: [C:1](=[S:3])=[S:2].[OH-].[K+].[N+:6]([C:9]1[CH:14]=[C:13]([C:15]([F:18])([F:17])[F:16])[CH:12]=[CH:11][C:10]=1S)([O-])=O.S(S([O-])=O)([O-])=O.[Na+].[Na+].Cl>O.CO>[F:16][C:15]([F:17])([F:18])[C:13]1[CH:12]=[CH:11][C:10]2[S:2][C:1]([SH:3])=[N:6][C:9]=2[CH:14]=1 |f:1.2,4.5.6|. The solvent is O (water), O (water), CO (methanol). Reaction conditions: temperature 10 celsius, time 5 minute. Yields the product FC(C=1C=CC2=C(N=C(S2)S)C1)(F)F (5-trifluoromethyl-2-mercaptobenzthiazole). The reactants are CS(=O)C (DMSO), FC1=C2CC[C@@H](CC2=CC(=C1)F)N1C(NC=C1CNC=O)=S ((S)-N-[3-(5,7-difluoro-1,2,3,4-tetrahydronaphthalen-2-yl)-2-thioxo-2,3-dihydro-1H-imidazol-4-ylmethyl]formamide), Cl (hydrochloric acid). Run in C(C)(C)O (isopropanol). Reaction conditions: time 40 minute. Yields the product Cl.NCC1=CNC(N1[C@@H]1CC2=CC(=CC(=C2CC1)F)F)=S ((S)-5-aminomethyl-1-(5,7-difluoro-1,2,3,4-tetrahydronaphthalen-2-yl)-1,3-dihydroimidazole-2-thione hydrochloride). Isolated yield 79.8%. As a reaction SMILES: [F:1][C:2]1[CH:11]=[C:10]([F:12])[CH:9]=[C:8]2[C:3]=1[CH2:4][CH2:5][C@H:6]([N:13]1[C:17]([CH2:18][NH:19]C=O)=[CH:16][NH:15][C:14]1=[S:22])[CH2:7]2.[ClH:23].CS(C)=O>C(O)(C)C>[ClH:23].[NH2:19][CH2:18][C:17]1[N:13]([C@H:6]2[CH2:5][CH2:4][C:3]3[C:8](=[CH:9][C:10]([F:12])=[CH:11][C:2]=3[F:1])[CH2:7]2)[C:14](=[S:22])[NH:15][CH:16]=1 |f:4.5|. Reported procedure: A mixture of (S)-N-[3-(5,7-difluoro-1,2,3,4-tetrahydronaphthalen-2-yl)-2-thioxo-2,3-dihydro-1H-imidazol-4-ylmethyl]formamide (19.1 g, 59.0 mmol), prepared as in Example 30, and 25 mL of concentrated hydrochloric acid (12.0M, 25 mL, 300 mmol) in 400 mL of isopropanol was heated to reflux over 12 minutes and stirred for 1 hour 40 minutes. The mixture was distilled removing 150 mL of isopropanol. The mixture was gradually cooled to room temperature and stirred for 3 hours 45 minutes. The material w... Starting materials: OC(C#C)C1=CC=C(C=C1)OC1=CC=CC=C1 (3-hydroxy-3-(4-phenoxyphenyl)-1-propyne), IC1=C2/C(/C(NC2=CC=C1)=O)=C/C=1NC=CC1OC ((Z)-1,3-dihydro-4-iodo-3-[(3-methoxy-1H-pyrrol-2-yl)methylene]-2H-indol-2-one), IC1=C2/C(/C(NC2=CC=C1)=O)=C/C=1NC=CC1OC ((Z)-1,3-dihydro-4-iodo-3-[(3-methoxy-1H-pyrrol-2-yl)methylene]-2H-indol-2-one), C(#C)[Mg]Cl (ethynylmagnesium chloride), O(C1=CC=CC=C1)C1=CC=C(C=O)C=C1 (4-phenoxybenzaldehyde). The reagents and catalysts are [Cu]I (CuI), Cl[Pd]([P](C1=CC=CC=C1)(C2=CC=CC=C2)C3=CC=CC=C3)([P](C4=CC=CC=C4)(C5=CC=CC=C5)C6=CC=CC=C6)Cl ((Ph3P)2PdCl2). The solvent is CN(C)C=O (DMF), CCN(CC)CC (Et3N). Yields the product OC(C#CC1=C2/C(/C(NC2=CC=C1)=O)=C/C=1NC=CC1OC)C1=CC=C(C=C1)OC1=CC=CC=C1 (rac-(Z)-1,3-dihydro-4-[3-hydroxy-3-(4-phenoxyphenyl)-1-propynyl]-3-[(3-methoxy-1H-pyrrol-2-yl)methylene]-2H-indol-2-one). RXN SMILES: [OH:1][CH:2]([C:5]1[CH:10]=[CH:9][C:8]([O:11][C:12]2[CH:17]=[CH:16][CH:15]=[CH:14][CH:13]=2)=[CH:7][CH:6]=1)[C:3]#[CH:4].C([Mg]Cl)#C.O(C1C=CC(C=O)=CC=1)C1C=CC=CC=1.I[C:38]1[CH:46]=[CH:45][CH:44]=[C:43]2[C:39]=1/[C:40](=[CH:48]/[C:49]1[NH:50][CH:51]=[CH:52][C:53]=1[O:54][CH3:55])/[C:41](=[O:47])[NH:42]2>Cl[Pd](Cl)([P](C1C=CC=CC=1)(C1C=CC=CC=1)C1C=CC=CC=1)[P](C1C=CC=CC=1)(C1C=CC=CC=1)C1C=CC=CC=1.[Cu]I.CN(C=O)C.CCN(CC)CC>[OH:1][CH:2]([C:5]1[CH:10]=[CH:9][C:8]([O:11][C:12]2[CH:17]=[CH:16][CH:15]=[CH:14][CH:13]=2)=[CH:7][CH:6]=1)[C:3]#[C:4][C:38]1[CH:46]=[CH:45][CH:44]=[C:43]2[C:39]=1/[C:40](=[CH:48]/[C:49]1[NH:50][CH:51]=[CH:52][C:53]=1[O:54][CH3:55])/[C:41](=[O:47])[NH:42]2 |^1:58,77|. Reported procedure: Using Method C above, 3-hydroxy-3-(4-phenoxyphenyl)-1-propyne (200 mg, 0.89 mmol) (prepared by the addition of ethynylmagnesium chloride (Aldrich) to 4-phenoxybenzaldehyde (Aldrich) according to Method A above) was coupled to (Z)-1,3-dihydro-4-iodo-3-[(3-methoxy-1H-pyrrol-2-yl)methylene]-2H-indol-2-one (Starting Material 2) (146 mg, 0.40 mmol) using (Ph3P)2PdCl2 (30 mg) (Aldrich) and CuI (16 mg) (Aldrich) as catalyst in DMF (3 mL) and Et3N (3 mL) as solvent at 70° C. for 16 h, yielding rac-(Z)-1... The reactants are C(CC)N=C=O (n-propylisocyanate), C(CC)N (n-propylamine). Product: C(CC)NC(=O)NCCC (1,3-di-n-propyl urea). Isolated yield 98.4%. As a reaction SMILES: [CH2:1]([N:4]=[C:5]=[O:6])[CH2:2][CH3:3].[CH2:7]([NH2:10])[CH2:8][CH3:9]>>[CH2:1]([NH:4][C:5]([NH:10][CH2:7][CH2:8][CH3:9])=[O:6])[CH2:2][CH3:3]. Procedure details: 1700 g. (98.4%) of product was prepared according to the method of Hayes et al., J. Agr. Food Chem. 17, 1077 (1969) from n-propylisocyanate (1020 g. 12 mole) and n-propylamine (708 g., 4.75 mole).